From a dataset of the Open Reaction Database (ORD), a public repository of structured organic reaction records. describe an organic reaction: reactants, conditions, products, and yield Starting materials: ClC1=CC2=C(NC=3N=CC=CC3C2(C=O)C(F)F)C=C1 (7-Chloro-5-(difluoromethyl)-5-formyl-5,10-dihydrobenzo[b][1,8]naphthyridine), C(OC(C)C)(OC(C)C)OC(C)C (triisopropyl orthoformate), CC=1C=CC(=CC1)S(=O)(=O)O.O (p-TsOH.H2O), CCOC(=O)C.CCCCCC (EtOAc hexane). Solvent: C(C)(C)O (isopropanol). Run at time 1.5 hour. The product is ClC1=CC2=C(NC=3N=CC=CC3C2(C(OC(C)C)OC(C)C)C(F)F)C=C1 (7-chloro-5-(difluoromethyl)-5-diisopropoxymethyl-5,10-dihydrobenzo[b][1,8]naphthyridine). The yield is 33.3%. Reaction SMILES: [Cl:1][C:2]1[CH:20]=[CH:19][C:5]2[NH:6][C:7]3[N:8]=[CH:9][CH:10]=[CH:11][C:12]=3[C:13]([CH:16]([F:18])[F:17])(C=O)[C:4]=2[CH:3]=1.[CH:21]([O:30][CH:31]([CH3:33])[CH3:32])([O:26][CH:27]([CH3:29])[CH3:28])OC(C)C.CC1C=CC(S(O)(=O)=O)=CC=1.O.CCOC(C)=O.CCCCCC>C(O)(C)C>[Cl:1][C:2]1[CH:20]=[CH:19][C:5]2[NH:6][C:7]3[N:8]=[CH:9][CH:10]=[CH:11][C:12]=3[C:13]([CH:16]([F:18])[F:17])([CH:21]([O:26][CH:27]([CH3:28])[CH3:29])[O:30][CH:31]([CH3:32])[CH3:33])[C:4]=2[CH:3]=1 |f:2.3,4.5|. Reported procedure: Method MMM To a stirred solution of 7-chloro-5-(difluoromethyl)-5-formyl-5,10-dihydrobenzo[b][1,8]naphthyridine (93) (294 mg, 1.0 mmol) in anhydrous triisopropyl orthoformate (8.24 mL, 36.98 mmol) and anhydrous isopropanol (5 mL) at room temperature was added p-TsOH.H2O (380 mg, 2.0 mmol). After 1.5 h at room temperature, the reaction was concentrated in vacuo. Flash chromatography (SiO2, 30% EtOAc-hexane) afforded 94 (132 mg, 34% yield) as a yellow solid.